This data is from the Open Reaction Database (ORD), a public repository of structured organic reaction records. The task is: describe an organic reaction: reactants, conditions, products, and yield The reactants are Cl (HCl), C(C)OCC (diethyl ether), BrC=1N=C(SC1C=1C(=NN2C1N=C(C=C2C(CCC)CCC)C)C)C=2N(N=CN2)C (3-[4-bromo-2-(2-methyl-2H-[1,2,4]triazol-3-yl)-thiazol-5-yl]-2,5-dimethyl-7-(1-propyl-butyl)-pyrazolo[1,5-a]pyrimidine). Run in CC(=O)C (acetone). Run at time 3 hour. The product is Cl.BrC=1N=C(SC1C=1C(=NN2C1N=C(C=C2C(CCC)CCC)C)C)C=2N(N=CN2)C (3-[4-Bromo-2-(2-methyl-2H-[1,2,4]triazol-3-yl)-thiazol-5-yl]-2,5-dimethyl-7-(1-propyl-butyl)-pyrazolo[1,5-a]pyrimidine, hydrochloride). Reaction SMILES: [Br:1][C:2]1[N:3]=[C:4]([C:25]2[N:26]([CH3:30])[N:27]=[CH:28][N:29]=2)[S:5][C:6]=1[C:7]1[C:8]([CH3:24])=[N:9][N:10]2[C:15]([CH:16]([CH2:20][CH2:21][CH3:22])[CH2:17][CH2:18][CH3:19])=[CH:14][C:13]([CH3:23])=[N:12][C:11]=12.[ClH:31].C(OCC)C>CC(C)=O>[ClH:31].[Br:1][C:2]1[N:3]=[C:4]([C:25]2[N:26]([CH3:30])[N:27]=[CH:28][N:29]=2)[S:5][C:6]=1[C:7]1[C:8]([CH3:24])=[N:9][N:10]2[C:15]([CH:16]([CH2:20][CH2:21][CH3:22])[CH2:17][CH2:18][CH3:19])=[CH:14][C:13]([CH3:23])=[N:12][C:11]=12 |f:4.5|. Procedure details: Dissolve 3-[4-bromo-2-(2-methyl-2H-[1,2,4]triazol-3-yl)-thiazol-5-yl]-2,5-dimethyl-7-(1-propyl-butyl)-pyrazolo[1,5-a]pyrimidine (750 mg, 1.54 mmol) in acetone (5 mL) and add 1 M HCl in diethyl ether (1.84 mL, 1.84 mmol). Stir the mixture at room temperature for 3 h and concentrate in vacuo. Dissolve the residue in diethyl ether/hexane=1/1 (5 mL) and crystallize the desired HCl salt (526 mg, 65%). ES/MS m/z (81Br) 490 (M+1)+; 1H-NMR(CDCl3): 8.20 (s, 1H), 6.82 (s, 1H), 4.21 (s, 3H), 3.64 (m, 1H), ... Reactants: Brc1ccc(I)nc1, O=C([O-])[O-], CCOC(=O)CC(=O)OCC, C1COCCO1, [Cs+], [Cs+], I[Cu]I, O=C(O)c1ccccn1. The product is CCOC(=O)C(C(=O)OCC)c1ccc(Br)cn1. As a reaction SMILES: [Br:12][c:13]1[cH:14][cH:15][c:16]([I:19])[n:17][cH:18]1.[C:20](=[O:21])([O-:22])[O-:23].[CH2:1]([CH3:2])[O:3][C:4]([CH2:5][C:6](=[O:7])[O:8][CH2:9][CH3:10])=[O:11].[CH2:35]1[O:36][CH2:37][CH2:38][O:39][CH2:40]1.[Cs+:24].[Cs+:25].[Cu:41]([I:42])[I:43].[OH:26][C:27]([c:28]1[n:29][cH:30][cH:31][cH:32][cH:33]1)=[O:34]>>[CH2:1]([CH3:2])[O:3][C:4]([CH:5]([C:6](=[O:7])[O:8][CH2:9][CH3:10])[c:16]1[cH:15][cH:14][c:13]([Br:12])[cH:18][n:17]1)=[O:11]. Reactants: COc1cc2c(NC(=O)OCc3ccccc3)cnc(CNC(=O)OC(C)(C)C)c2cc1OC, C1CCOC1, CCO. The product is COc1cc2c(N)cnc(CNC(=O)OC(C)(C)C)c2cc1OC. RXN SMILES: [CH2:1]([O:2][C:3](=[O:4])[NH:10][c:11]1[cH:12][n:13][c:14]([CH2:25][NH:26][C:27](=[O:28])[O:29][C:30]([CH3:31])([CH3:32])[CH3:33])[c:15]2[cH:16][c:17]([O:23][CH3:24])[c:18]([O:21][CH3:22])[cH:19][c:20]12)[c:5]1[cH:6][cH:7][cH:8][cH:9][cH:34]1.[CH2:35]1[O:36][CH2:37][CH2:38][CH2:39]1.[CH3:40][CH2:41][OH:42]>>[NH2:10][c:11]1[cH:12][n:13][c:14]([CH2:25][NH:26][C:27](=[O:28])[O:29][C:30]([CH3:31])([CH3:32])[CH3:33])[c:15]2[cH:16][c:17]([O:23][CH3:24])[c:18]([O:21][CH3:22])[cH:19][c:20]12. Starting materials: [Cl-].O[NH3+] (hydroxylammonium chloride), C(C)[C@]12[C@H](CC[C@H]2[C@H]2[C@H](CC1)[C@H]1CCC(C=C1CC2)=NO)O (13-ethyl-3-(hydroxyimino)-gon-4-ene-17β-ol), CC[C@]12CC[C@H]3[C@H]([C@@H]1CC[C@]2(C#C)O)CCC4=CC(=O)CC[C@H]34 (d-norgestrel), C(C)[C@]12[C@H](CC[C@H]2[C@H]2[C@H](CC1)C=1CC=C(CC1CC2)OC)O (13-ethyl-3-methoxygona-2,5(10)-diene-17β-ol). The solvent is N1=CC=CC=C1 (pyridine). Product: (17α)-13-ethyl-17-hydroxy-18,19-dinorpregn-4-ene-20-yn-3-one-oxime, CC[C@]12CC[C@H]3[C@H]([C@@H]1CC[C@]2(C#C)O)CCC4=C/C(=N/O)/CC[C@H]34 (norelgestromin). Reaction SMILES: [CH3:1][CH2:2][C@@:3]12[C@:11]([OH:14])([C:12]#[CH:13])[CH2:10][CH2:9][C@H:8]1[C@@H:7]1[CH2:15][CH2:16][C:17]3[C@@H:23]([C@H:6]1[CH2:5][CH2:4]2)[CH2:22][CH2:21][C:19](=O)[CH:18]=3.C([C@]12CC[C@@H]3C4CC=C(OC)CC=4CC[C@H]3[C@@H]1CC[C@@H]2O)C.[Cl-].O[NH3+].C([C@]12CC[C@@H]3[C@@H]4C(CC[C@H]3[C@@H]1CC[C@@H]2O)=CC(=[N:68][OH:69])CC4)C>N1C=CC=CC=1>[CH3:1][CH2:2][C@@:3]12[C@:11]([OH:14])([C:12]#[CH:13])[CH2:10][CH2:9][C@H:8]1[C@@H:7]1[CH2:15][CH2:16][C:17]3[C@@H:23]([C@H:6]1[CH2:5][CH2:4]2)[CH2:22][CH2:21]/[C:19](=[N:68]\[OH:69])/[CH:18]=3 |f:2.3|. Procedure: Hungarian Patent No. 165356 describes the synthesis of dl- as well as d-norgestrel. The starting material of the synthesis is the racemic or the optically active 13-ethyl-3-methoxygona-2,5(10)-diene-17β-ol, which is reacted with hydroxylammonium chloride in pyridine at 100° C. Then the obtained 13-ethyl-3-(hydroxyimino)-gon-4-ene-17β-ol is oxidized at position 17, followed by ethinylation of the oxo group at position 17, to give the dl-(17α)-13-ethyl-17-hydroxy-18,19-dinorpregn-4-ene-20-yn-3-one... The reactants are ClC1=C(C=CC=C1)C(C1=C(C=CC(=C1)[N+](=O)[O-])N1C=NN=C1)=O (2'-chloro-5-nitro-2-(4H-1,2,4-triazol-4-yl)benzophenone), C=O (paraformaldehyde). The solvent is C=1(C(=CC=CC1)C)C (xylene). The product is C(C1=CC=CC=C1)(=O)C1=CC=CC=C1 (benzophenone). RXN SMILES: Cl[C:2]1[CH:7]=[CH:6][CH:5]=[CH:4][C:3]=1[C:8](=[O:23])[C:9]1[CH:14]=[C:13]([N+]([O-])=O)[CH:12]=[CH:11][C:10]=1N1C=NN=C1.C=O>C1(C)C(C)=CC=CC=1>[C:8]([C:9]1[CH:14]=[CH:13][CH:12]=[CH:11][CH:10]=1)(=[O:23])[C:3]1[CH:4]=[CH:5][CH:6]=[CH:7][CH:2]=1. Procedure details: In the manner given in Example 2, 2'-chloro-5-nitro-2-(4H-1,2,4-triazol-4-yl)benzophenone in xylene is heated with paraformaldehyde to 118°-124° C to give 2'-chloro-5-nitro-2-]3,5-bis(hydroxymethyl)-4H-1,2,4-triazol-4-yl]benzophenone. Starting materials: C(C1=CC=CC=C1)OC1=C2N(C(=NC1=O)CC1(CCCC1)C1=CC=CC=C1)CCN(C2=O)C2CC2 (9-benzyloxy-2-cyclopropyl-6-(1-phenyl-cyclopentylmethyl)-3,4-dihydro-2H-pyrazino[1,2-c]pyrimidine-1,8-dione), CC(CN(C(=O)C1=NC(=NC(=C1OCC1=CC=CC=C1)O)CC1(CCCC1)C1=CC=CC=C1)CCO)(C)C (5-benzyloxy-6-hydroxy-2-(1-phenyl-cyclopentylmethyl)-pyrimidine-4-carboxylic acid (2,2-dimethyl-propyl)-(2-hydroxyethyl)-amide), solid. The product is C(C1=CC=CC=C1)OC1=C2N(C(=NC1=O)CC1(CCCC1)C1=CC=CC=C1)CCN(C2=O)CC(C)(C)C (9-Benzyloxy-2-(2,2-dimethyl-propyl)-6-(1-phenyl-cyclopentylmethyl)-3,4-dihydro-2H-pyrazino[1,2-c]pyrimidine-1,8-dione). Reaction SMILES: C(OC1C(=O)N=C(CC2(C3C=CC=CC=3)CCCC2)N2CCN(C3CC3)C(=O)C=12)C1C=CC=CC=1.[CH3:36][C:37]([CH3:73])([CH3:72])[CH2:38][N:39]([CH2:69][CH2:70]O)[C:40]([C:42]1[C:47]([O:48][CH2:49][C:50]2[CH:55]=[CH:54][CH:53]=[CH:52][CH:51]=2)=[C:46]([OH:56])[N:45]=[C:44]([CH2:57][C:58]2([C:63]3[CH:68]=[CH:67][CH:66]=[CH:65][CH:64]=3)[CH2:62][CH2:61][CH2:60][CH2:59]2)[N:43]=1)=[O:41]>>[CH2:49]([O:48][C:47]1[C:46](=[O:56])[N:45]=[C:44]([CH2:57][C:58]2([C:63]3[CH:68]=[CH:67][CH:66]=[CH:65][CH:64]=3)[CH2:62][CH2:61][CH2:60][CH2:59]2)[N:43]2[CH2:70][CH2:69][N:39]([CH2:38][C:37]([CH3:36])([CH3:73])[CH3:72])[C:40](=[O:41])[C:42]=12)[C:50]1[CH:51]=[CH:52][CH:53]=[CH:54][CH:55]=1. Reported procedure: This compound was prepared following the same method as described for 9-benzyloxy-2-cyclopropyl-6-(1-phenyl-cyclopentylmethyl)-3,4-dihydro-2H-pyrazino[1,2-c]pyrimidine-1,8-dione (286) from 5-benzyloxy-6-hydroxy-2-(1-phenyl-cyclopentylmethyl)-pyrimidine-4-carboxylic acid (2,2-dimethyl-propyl)-(2-hydroxyethyl)-amide (301) (140 mg, 0.27 mmol). Off-white sticky solid (120 mg, 88.8%). Reactants: C(C)(C)(C)C1=NC2=C(N1CC1CCC(CC1)(F)F)C=CC(=C2)NC(C)=O (N-{2-tert-Butyl-1-[(4,4-difluorocyclohexyl)methyl]-1H-benzimidazol-5-yl}acetamide). The solvent is Cl.CCO (HCl EtOH). Reaction conditions: temperature 120 celsius. Product: C(C)(C)(C)C1=NC2=C(N1CC1CCC(CC1)(F)F)C=CC(=C2)N (2-tert-Butyl-1-[(4,4-difluorocyclohexyl)methyl]-1H-benzimidazol-5-amine). As a reaction SMILES: [C:1]([C:5]1[N:9]([CH2:10][CH:11]2[CH2:16][CH2:15][C:14]([F:18])([F:17])[CH2:13][CH2:12]2)[C:8]2[CH:19]=[CH:20][C:21]([NH:23]C(=O)C)=[CH:22][C:7]=2[N:6]=1)([CH3:4])([CH3:3])[CH3:2]>Cl.CCO>[C:1]([C:5]1[N:9]([CH2:10][CH:11]2[CH2:16][CH2:15][C:14]([F:18])([F:17])[CH2:13][CH2:12]2)[C:8]2[CH:19]=[CH:20][C:21]([NH2:23])=[CH:22][C:7]=2[N:6]=1)([CH3:4])([CH3:2])[CH3:3] |f:1.2|. Procedure: N-{2-tert-Butyl-1-[(4,4-difluorocyclohexyl)methyl]-1H-benzimidazol-5-yl}acetamide (500 mg, 1.37 mmol) was dissolved in 10 mL of 2 M HCl-EtOH (1:1). The solution was divided into two sealed tubes (5 mL/tube). Each tube was heated at 120° C. in a Personal Chemistry microwaves instrument for 1 h. The fractions were pooled and the solvent was evaporated. The residue was diluted with 2 M NaOH and extracted (3×) with EtOAc. The organic phase was washed with saturated aqueous NaCl solution and dried ov... Starting materials: Cl.[N+](=O)([O-])C1=CC=C(C=C1)CCN1CCNCC1 (1-[2-(4-nitrophenyl)ethyl]piperazine hydrochloride), [N+](=O)([O-])C1=CC=C(CCBr)C=C1 (4-nitrophenethyl bromide), N1(CCNCCC1)C(=O)OC(C)(C)C (tert-butyl 1,4-diazepane-1-carboxylate). The product is Cl.[N+](=O)([O-])C1=CC=C(C=C1)CCN1CCNCCC1 (1-[2-(4-nitrophenyl)ethyl]-1,4-diazepane hydrochloride). Reaction SMILES: [ClH:1].[N+:2]([C:5]1[CH:10]=[CH:9][C:8]([CH2:11][CH2:12][N:13]2[CH2:18][CH2:17][NH:16][CH2:15][CH2:14]2)=[CH:7][CH:6]=1)([O-:4])=[O:3].[N+]([C:22]1C=CC(CCBr)=CC=1)([O-])=O.N1(C(OC(C)(C)C)=O)CCCNCC1>>[ClH:1].[N+:2]([C:5]1[CH:6]=[CH:7][C:8]([CH2:11][CH2:12][N:13]2[CH2:22][CH2:14][CH2:15][NH:16][CH2:17][CH2:18]2)=[CH:9][CH:10]=1)([O-:4])=[O:3] |f:0.1,4.5|. Procedure: 1-[2-(4-nitrophenyl)ethyl]-1,4-diazepane hydrochloride was prepared in an analogous fashion to that described above for 1-[2-(4-nitrophenyl)ethyl]piperazine hydrochloride starting with 4-nitrophenethyl bromide and tert-butyl 1,4-diazepane-1-carboxylate. LC-MS: M+1=250.2. Starting materials: CCCCCCNC(=O)C1(C)CCc2c(C)c(OC(C)=O)c(C)c(C)c2O1, C[O-], CCOC(C)=O, CO, Cl, [Na+], O. Product: CCCCCCNC(=O)C1(C)CCc2c(C)c(O)c(C)c(C)c2O1. Reaction SMILES: [C:1](=[O:2])([CH3:3])[O:4][c:5]1[c:6]([CH3:27])[c:7]2[c:12]([c:13]([CH3:16])[c:14]1[CH3:15])[O:11][C:10]([CH3:17])([C:18]([NH:19][CH2:20][CH2:21][CH2:22][CH2:23][CH2:24][CH3:25])=[O:26])[CH2:9][CH2:8]2.[CH3:28][O-:29].[CH3:32][CH2:33][O:34][C:35]([CH3:36])=[O:37].[CH3:38][OH:39].[ClH:31].[Na+:30].[OH2:40]>>[OH:4][c:5]1[c:6]([CH3:27])[c:7]2[c:12]([c:13]([CH3:16])[c:14]1[CH3:15])[O:11][C:10]([CH3:17])([C:18]([NH:19][CH2:20][CH2:21][CH2:22][CH2:23][CH2:24][CH3:25])=[O:26])[CH2:9][CH2:8]2. The reactants are [OH-].[K+] (potassium hydroxide), BrC1=NNC2=NC(=NC(=C21)Cl)N (3-Bromo-4-chloro-1H-pyrazolo[3,4-d]pyrimidin-6-ylamine), CI (Methyl iodide). Solvent: O (water), CCOC(=O)C (EtOAc), CN(C)C=O (DMF). Reaction conditions: time 15 minute. Yields the product BrC1=NN(C2=NC(=NC(=C21)Cl)N)C (3-Bromo-4-chloro-1-methyl-1H-pyrazolo[3,4-d]pyrimidin-6-ylamine). Reaction SMILES: [Br:1][C:2]1[C:10]2[C:5](=[N:6][C:7]([NH2:12])=[N:8][C:9]=2[Cl:11])[NH:4][N:3]=1.[OH-].[K+].[CH3:15]I>CN(C=O)C.O.CCOC(C)=O>[Br:1][C:2]1[C:10]2[C:5](=[N:6][C:7]([NH2:12])=[N:8][C:9]=2[Cl:11])[N:4]([CH3:15])[N:3]=1 |f:1.2|. Reported procedure: 3-Bromo-4-chloro-1H-pyrazolo[3,4-d]pyrimidin-6-ylamine (580 mg, 2.3 mmol) is dissolved in DMF (40 ml), potassium hydroxide (131 mg, 2.3 mmol) is added and the reaction mixture is stirred at room temperature for 15 minutes. Methyl iodide (0.133 ml, 2.3 mmol) is then added and the reaction is continued stirring overnight. The reaction mixture is diluted with water (60 ml) and EtOAc (60 ml), the layers are separated and the organic portion is washed with brine, dried over MgSO4, filtered and concen...